Dataset: the Open Reaction Database (ORD), a public repository of structured organic reaction records. Task: describe an organic reaction: reactants, conditions, products, and yield Reported procedure: A mixture of 2-(1-{[1-(4-fluorophenyl)-1H-pyrazolo[3,4-c]pyridine-4-carbonyl]-amino}-propyl)-5-methyl-oxazole-4-carboxylic acid methyl ester (40 mg, 0.091 mmol) in a solution of methyl amine in ethanol (455 μL, 33% solution, 3.66 mmol) was stirred at 100° C. in a sealed tube. After 16 hours, the reaction was cooled to room temperature, vented, opened and concentrated. The residue was purified by silica gel chromatography eluting with a gradient of 0-8% methanol in methylene chloride to afford th... The product is CC1=C(N=C(O1)C(CC)NC(=O)C=1C2=C(C=NC1)N(N=C2)C2=CC=C(C=C2)F)C(NC)=O (1-(4-Fluorophenyl)-1H-pyrazolo[3,4-c]pyridine-4-carboxylic acid [1-(5-methyl-4-methylcarbamoyl-oxazol-2-yl)-propyl]-amide). Reactants: COC(=O)C=1N=C(OC1C)C(CC)NC(=O)C=1C2=C(C=NC1)N(N=C2)C2=CC=C(C=C2)F (2-(1-{[1-(4-fluorophenyl)-1H-pyrazolo[3,4-c]pyridine-4-carbonyl]-amino}-propyl)-5-methyl-oxazole-4-carboxylic acid methyl ester), CN (methyl amine), C(C)O (ethanol). Reaction conditions: temperature 100 celsius, time 16 hour. RXN SMILES: C[O:2][C:3]([C:5]1[N:6]=[C:7]([CH:11]([NH:14][C:15]([C:17]2[C:18]3[CH:25]=[N:24][N:23]([C:26]4[CH:31]=[CH:30][C:29]([F:32])=[CH:28][CH:27]=4)[C:19]=3[CH:20]=[N:21][CH:22]=2)=[O:16])[CH2:12][CH3:13])[O:8][C:9]=1[CH3:10])=O.[CH3:33][NH2:34].C(O)C>>[CH3:10][C:9]1[O:8][C:7]([CH:11]([NH:14][C:15]([C:17]2[C:18]3[CH:25]=[N:24][N:23]([C:26]4[CH:27]=[CH:28][C:29]([F:32])=[CH:30][CH:31]=4)[C:19]=3[CH:20]=[N:21][CH:22]=2)=[O:16])[CH2:12][CH3:13])=[N:6][C:5]=1[C:3](=[O:2])[NH:34][CH3:33]. The reactants are FC(C(=O)NC=1N=C2N(C=C(C=C2)C(C2=CC=CC=C2)=O)C1C1=C(C=CC=C1)F)(F)F (2-trifluoroacetamido-3-(2-fluorophenyl)-6-benzoyl-imidazo[1,2-a]pyridine). Run in CC(OCC)=O (EA). Product: NC=1N=C2N(C=C(C=C2)C(C2=CC=CC=C2)=O)C1C1=C(C=CC=C1)F (2-Amino-3-(2-fluorophenyl)-6-benzoyl-imidazo[1,2-a]pyridine). Reaction SMILES: FC(F)(F)C([NH:5][C:6]1[N:7]=[C:8]2[CH:13]=[CH:12][C:11]([C:14](=[O:21])[C:15]3[CH:20]=[CH:19][CH:18]=[CH:17][CH:16]=3)=[CH:10][N:9]2[C:22]=1[C:23]1[CH:28]=[CH:27][CH:26]=[CH:25][C:24]=1[F:29])=O>CC(=O)OCC>[NH2:5][C:6]1[N:7]=[C:8]2[CH:13]=[CH:12][C:11]([C:14](=[O:21])[C:15]3[CH:16]=[CH:17][CH:18]=[CH:19][CH:20]=3)=[CH:10][N:9]2[C:22]=1[C:23]1[CH:28]=[CH:27][CH:26]=[CH:25][C:24]=1[F:29]. Reported procedure: The 2-trifluoroacetamido-3-(2-fluorophenyl)-6-benzoyl-imidazo[1,2-a]pyridine (9.46 g, 22.2 mmol) was converted to product in a manner substantially analogous to Example 56 to yield 6.70 g. (91.4%). EA, MS(FD). Starting materials: C1COCCN1, COC(=O)C1=CC(=C(C=C1)I)Br. The reagents and catalysts are C(=O)([O-])[O-].[Cs+].[Cs+], C1=CC=C(C=C1)P(C2=CC=CC=C2)C3=C(C4=CC=CC=C4C=C3)C5=C(C=CC6=CC=CC=C65)P(C7=CC=CC=C7)C8=CC=CC=C8, CC(=O)O.CC(=O)O.[Pd]. The solvent is COCCOC. Run at temperature 110 celsius. Yields the product COC(=O)C1=CC(=C(C=C1)N2CCOCC2)Br. Yield: 32.5%. Reported procedure: To a solution of methyl 3-bromo-4-iodobenzoate (1.981 g, 5.81 mmol) in DME (10 mL) were morpholine (0.559 mL, 6.39 mmol), rac-2,2'-Bis(diphenylphosphino)-1,1'-binaphthyl (0.362 g, 0.58 mmol), Palladium acetate (0.130 g, 0.58 mmol) and CESIUM CARBONATE (3.79 g, 11.62 mmol) added. The mixture was heated in the microwave oven for 12h at 110°C. The solids were filtered off through celite, the solvent was evaporated and the crude product was added to a silica gel column, 0-30% EtOAc in heptane yieldi... The reactants are C1(=CC=CC=C1)C1=NSC(=N1)N1CCNCC1 (1-(3-phenyl-1,2,4-thiadiazol-5-yl)piperazine), O1N=C(C=2C1=NC=CC2)N(C(=O)OCC(Cl)(Cl)Cl)C(=O)OCC(Cl)(Cl)Cl (bis(2,2,2-trichloroethyl) isoxazolo[5,4-b]pyridin-3-ylimidodicarbonate), C(C)(C)N(CC)C(C)C (diisopropylethylamine), CS(=O)C (dimethyl sulfoxide). Run in O (water). Conditions: temperature 70 celsius, time 5 hour. Product: O1N=C(C=2C1=NC=CC2)NC(=O)N2CCN(CC2)C2=NC(=NS2)C2=CC=CC=C2 (N-Isoxazolo[5,4-b]pyridin-3-yl-4-(3-phenyl-1,2,4-thiadiazol-5-yl)piperazine-1-carboxamide). The yield is 58.9%. RXN SMILES: [C:1]1([C:7]2[N:11]=[C:10]([N:12]3[CH2:17][CH2:16][NH:15][CH2:14][CH2:13]3)[S:9][N:8]=2)[CH:6]=[CH:5][CH:4]=[CH:3][CH:2]=1.[O:18]1[C:22]2=[N:23][CH:24]=[CH:25][CH:26]=[C:21]2[C:20]([N:27](C(OCC(Cl)(Cl)Cl)=O)[C:28](OCC(Cl)(Cl)Cl)=[O:29])=[N:19]1.C(N(C(C)C)CC)(C)C.CS(C)=O>O>[O:18]1[C:22]2=[N:23][CH:24]=[CH:25][CH:26]=[C:21]2[C:20]([NH:27][C:28]([N:15]2[CH2:16][CH2:17][N:12]([C:10]3[S:9][N:8]=[C:7]([C:1]4[CH:2]=[CH:3][CH:4]=[CH:5][CH:6]=4)[N:11]=3)[CH2:13][CH2:14]2)=[O:29])=[N:19]1. Procedure details: A mixture of 1-(3-phenyl-1,2,4-thiadiazol-5-yl)piperazine (738 mg, 3.00 mmol), bis(2,2,2-trichloroethyl) isoxazolo[5,4-b]pyridin-3-ylimidodicarbonate (486 mg, 1.00 mmol), diisopropylethylamine (0.348 ml, 2.00 mmol) and dimethyl sulfoxide (5 ml) was stirred at 70° C. for 5 hours. The reaction mixture was poured to water and extracted with ethyl acetate. The extract was washed with water and dried over anhydrous magnesium sulfate. The solvent was distilled off under reduced pressure, and the resid... The reactants are CSc1ncc2cc(-c3c(Cl)cccc3Cl)c(=O)n(C)c2n1, CN1CCN(CCCCCN)CC1, O. The product is CN1CCN(CCCCCNc2ncc3cc(-c4c(Cl)cccc4Cl)c(=O)n(C)c3n2)CC1. Reaction SMILES: [Cl:1][c:2]1[c:3](-[c:9]2[cH:10][c:11]3[c:12]([n:13][c:14]([S:17][CH3:18])[n:15][cH:16]3)[n:19]([CH3:22])[c:20]2=[O:21])[c:4]([Cl:8])[cH:5][cH:6][cH:7]1.[NH2:23][CH2:24][CH2:25][CH2:26][CH2:27][CH2:28][N:29]1[CH2:30][CH2:31][N:32]([CH3:35])[CH2:33][CH2:34]1.[OH2:36]>>[Cl:1][c:2]1[c:3](-[c:9]2[cH:10][c:11]3[c:12]([n:13][c:14]([NH:23][CH2:24][CH2:25][CH2:26][CH2:27][CH2:28][N:29]4[CH2:30][CH2:31][N:32]([CH3:35])[CH2:33][CH2:34]4)[n:15][cH:16]3)[n:19]([CH3:22])[c:20]2=[O:21])[c:4]([Cl:8])[cH:5][cH:6][cH:7]1. Reactants: C1C(CCCCCCCCC)O1 (1-undecene oxide), C(CCC)NCCCCCCNCCCC (N,N'-dibutylhexamethylenediamine). Product: C(CCCCCN(CCCC)CC(CCCCCCCCC)O)N(CCCC)CC(CCCCCCCCC)O (N,N'-(1,6-hexylene)-bis[N-butyl-2-hydroxyundecylamine]). Reaction SMILES: [CH2:1]1[O:12][CH:2]1[CH2:3][CH2:4][CH2:5][CH2:6][CH2:7][CH2:8][CH2:9][CH2:10][CH3:11].[CH2:13]([NH:17][CH2:18][CH2:19][CH2:20][CH2:21][CH2:22][CH2:23][NH:24][CH2:25][CH2:26][CH2:27][CH3:28])[CH2:14][CH2:15][CH3:16]>>[CH2:18]([N:17]([CH2:1][CH:2]([OH:12])[CH2:3][CH2:4][CH2:5][CH2:6][CH2:7][CH2:8][CH2:9][CH2:10][CH3:11])[CH2:13][CH2:14][CH2:15][CH3:16])[CH2:19][CH2:20][CH2:21][CH2:22][CH2:23][N:24]([CH2:1][CH:2]([OH:12])[CH2:3][CH2:4][CH2:5][CH2:6][CH2:7][CH2:8][CH2:9][CH2:10][CH3:11])[CH2:25][CH2:26][CH2:27][CH3:28]. Procedure: Condensation of 1-undecene oxide and N,N'-dibutylhexamethylenediamine affords N,N'-(1,6-hexylene)-bis[N-butyl-2-hydroxyundecylamine] (I: R = CH3 (CH2)8, R' = CH3 (CH2)3, X = (CH2)6, Z = H). Starting materials: Cl.C(C)O (HCl ethanol), COC1=CC=C(C=C1)[C@@H]1SC2=C(NC([C@@H]1O)=O)C=CC=C2 (cis-(+)-2-(4-methoxyphenyl)-3-hydroxy-2,3-dihydro-1,5-benzothiazepine-4(5H)-one), Cl.CN(CCCl)C (2-(dimethylamino)ethyl chloride hydrochloride), [OH-].[K+] (potassium hydroxide), S(=O)(=O)([O-])[O-].[Na+].[Na+] (sodium sulfate). Run in C(C)O (ethanol), CC(=O)C (acetone). Run at temperature 50 celsius, time 7 hour. Yields the product Cl.COC1=CC=C(C=C1)[C@@H]1SC2=C(N(C([C@@H]1O)=O)CCN(C)C)C=CC=C2 (cis-(+)-2-(4-methoxyphenyl)-3-hydroxy-5-[2-(dimethylamino)ethyl]-2,3-dihydro-1,5-benzothiazepine-4(5H)-one hydrochloride). Yield: 85.9%. RXN SMILES: [CH3:1][O:2][C:3]1[CH:8]=[CH:7][C:6]([C@H:9]2[C@@H:15]([OH:16])[C:14](=[O:17])[NH:13][C:12]3[CH:18]=[CH:19][CH:20]=[CH:21][C:11]=3[S:10]2)=[CH:5][CH:4]=1.Cl.[CH3:23][N:24]([CH3:28])[CH2:25][CH2:26][Cl:27].[OH-].[K+].S([O-])([O-])(=O)=O.[Na+].[Na+].Cl.C(O)C>C(O)C.CC(C)=O>[ClH:27].[CH3:1][O:2][C:3]1[CH:4]=[CH:5][C:6]([C@H:9]2[C@@H:15]([OH:16])[C:14](=[O:17])[N:13]([CH2:26][CH2:25][N:24]([CH3:28])[CH3:23])[C:12]3[CH:18]=[CH:19][CH:20]=[CH:21][C:11]=3[S:10]2)=[CH:7][CH:8]=1 |f:1.2,3.4,5.6.7,8.9,12.13|. Procedure: A mixture of 30.1 g of cis-(+)-2-(4-methoxyphenyl)-3-hydroxy-2,3-dihydro-1,5-benzothiazepine-4(5H)-one, 17.8 g of 2-(dimethylamino)ethyl chloride hydrochloride, 13.7 g of 96% potassium hydroxide, 60 g of sodium sulfate and 300 ml of acetone is stirred at 50° C. for 7 hours. After the reaction is completed, the mixture is filtered to remove inorganic materials and the filtrate is condensed. The residue is dissolved in ethanol. After cooling the solution, 10% HCl/ethanol is added thereto. The crys...